Dataset: the Open Reaction Database (ORD), a public repository of structured organic reaction records. Task: describe an organic reaction: reactants, conditions, products, and yield The reactants are BrCC(=O)OC(C)(C)C (tert-butyl bromoacetate), solution, C[Si](C)(C)[N-][Si](C)(C)C.[Na+] (NaHMDS), C(C1=CC=CC=C1)OC(=O)N[C@H](CC1=CNC2=CC=CC=C12)C(=O)O (Nα-benzyloxycarbonyl-D-tryptophan). The solvent is O1CCCC1 (tetrahydrofuran), O1CCCC1 (tetrahydrofuran), O1CCCC1 (tetrahydrofuran). Conditions: time 1 hour. The product is C(C)(C)(C)OC(=O)CN1C=C(C[C@@H](NC(=O)OCC2=CC=CC=C2)C(=O)O)C2=CC=CC=C12 (1-[(tert-Butoxycarbonyl)methyl]-Nα-benzyloxycarbonyl-D-tryptophan). Isolated yield 101.7%. Reaction SMILES: C[Si]([N-][Si](C)(C)C)(C)C.[Na+].[CH2:11]([O:18][C:19]([NH:21][C@@H:22]([C:33]([OH:35])=[O:34])[CH2:23][C:24]1[C:32]2[C:27](=[CH:28][CH:29]=[CH:30][CH:31]=2)[NH:26][CH:25]=1)=[O:20])[C:12]1[CH:17]=[CH:16][CH:15]=[CH:14][CH:13]=1.Br[CH2:37][C:38]([O:40][C:41]([CH3:44])([CH3:43])[CH3:42])=[O:39]>O1CCCC1>[C:41]([O:40][C:38]([CH2:37][N:26]1[C:27]2[C:32](=[CH:31][CH:30]=[CH:29][CH:28]=2)[C:24]([CH2:23][C@H:22]([C:33]([OH:35])=[O:34])[NH:21][C:19]([O:18][CH2:11][C:12]2[CH:13]=[CH:14][CH:15]=[CH:16][CH:17]=2)=[O:20])=[CH:25]1)=[O:39])([CH3:44])([CH3:43])[CH3:42] |f:0.1|. Procedure: 600 ml of a solution of NaHMDS (sodium salt of 1,1,1,3,3,3-hexamethyldisilazane) (1M) in tetrahydrofuran are added dropwise, at -78° C. under an inert atmosphere, to a solution of 100 g of Nα-benzyloxycarbonyl-D-tryptophan in a liter of anhydrous tetrahydrofuran. After one hour, the temperature is brought to 0° C. and a solution of 64 g of tert-butyl bromoacetate in 50 ml of anhydrous tetrahydrofuran is added dropwise. The reaction mixture is then brought to ambient temperature and the solvent i...